The task is: describe an organic reaction: reactants, conditions, products, and yield. This data is from the Open Reaction Database (ORD), a public repository of structured organic reaction records. Reactants: C(C1=CC=CC=C1)OCC=C (allyl benzyl ether), ClC(C(=O)Cl)(Cl)Cl (Trichloroacetyl chloride), P(=O)(Cl)(Cl)Cl (phosphoryl trichloride). Reagents/catalysts: O.C(C)(=O)[O-].[Cu+2].C(C)(=O)[O-] (copper(II) acetate monohydrate), [Zn] (zinc). Run in C(C)(=O)O (acetic acid), C(C)OCC (diethyl ether), C(C)OCC (diethyl ether). Product: C(C1=CC=CC=C1)OCC1CC(C1)=O (3-(benzyloxymethyl)cyclobutanone). As a reaction SMILES: [CH2:1]([O:8][CH2:9][CH:10]=[CH2:11])[C:2]1[CH:7]=[CH:6][CH:5]=[CH:4][CH:3]=1.Cl[C:13](Cl)(Cl)[C:14](Cl)=[O:15].P(Cl)(Cl)(Cl)=O>C(O)(=O)C.C(OCC)C.O.C([O-])(=O)C.[Cu+2].C([O-])(=O)C.[Zn]>[CH2:1]([O:8][CH2:9][CH:10]1[CH2:13][C:14](=[O:15])[CH2:11]1)[C:2]1[CH:7]=[CH:6][CH:5]=[CH:4][CH:3]=1 |f:5.6.7.8|. Reported procedure: In the above formulae, Bn is a benzyl group. First, copper(II) acetate monohydrate is dissolved in acetic acid, zinc powder is added to this solution, and allyl benzyl ether dissolved in dry diethyl ether was added thereto. Trichloroacetyl chloride and phosphoryl trichloride dissolved in dry diethyl ether are added dropwise to the solution. The reaction solution is refluxed, stirred, returned to room temperature, and filtered. The filtrate is washed, dehydrated, concentrated, and then to the res... Starting materials: C12=C(CCC3=CC=CC=C13)C(=O)OC2=O (3,4-dihydronaphthalene-1,2-dicarboxylic acid anhydride), C(O)CN (ethanolamine). Solvent: C(C)(=O)O (acetic acid). The product is OCCN1C(=O)C2=C(CCC3=CC=CC=C23)C1=O (N-(2'-Hydroxyethyl)-3,4-dihydronaphthalene-1,2-dicarboximide). RXN SMILES: [C:1]12[C:14](=[O:15])[O:13][C:11](=O)[C:2]=1[CH2:3][CH2:4][C:5]1[C:10]2=[CH:9][CH:8]=[CH:7][CH:6]=1.[CH2:16]([CH2:18][NH2:19])[OH:17]>C(O)(=O)C>[OH:17][CH2:16][CH2:18][N:19]1[C:11](=[O:13])[C:2]2[CH2:3][CH2:4][C:5]3[C:10]([C:1]=2[C:14]1=[O:15])=[CH:9][CH:8]=[CH:7][CH:6]=3. Procedure details: A solution of 70 g (0.35 mol) of 3,4-dihydronaphthalene-1,2-dicarboxylic acid anhydride [prepared according to Org. Syntheses, Col., Vol. 2, 194 (1943)] and 23.5 g (0.385 mol) of ethanolamine in 1.7 liters of glacial acetic acid is kept under reflux for 24 hours. The glacial acetic acid is then removed by distillation, the residue is dissolved in 2 liters of absolute ethanol, 50 g of an ion exchanger ("Dowex 50 W" from Fluka AG) are added and the suspension is kept under reflux for 24 hours. The...